This data is from the Open Reaction Database (ORD), a public repository of structured organic reaction records. The task is: describe an organic reaction: reactants, conditions, products, and yield Starting materials: CCOC(C)=O, Cl, CC(C)(C)OC(=O)Nc1cc(-c2ccccc2)ccn1. Product: Nc1cc(-c2ccccc2)ccn1. RXN SMILES: [CH3:22][CH2:23][O:24][C:25]([CH3:26])=[O:27].[ClH:1].[c:2]1(-[c:8]2[cH:9][c:10]([NH:14][C:15](=[O:16])[O:17][C:18]([CH3:19])([CH3:20])[CH3:21])[n:11][cH:12][cH:13]2)[cH:3][cH:4][cH:5][cH:6][cH:7]1>>[c:2]1(-[c:8]2[cH:9][c:10]([NH2:14])[n:11][cH:12][cH:13]2)[cH:3][cH:4][cH:5][cH:6][cH:7]1. Procedure details: In a flame dried round-bottomed flask equipped with a magnetic stir bar and under inert atmosphere (N2), a solution of 5-(3-chloro-phenyl)-2-methyl-oxazole-4-carboxylic acid {2-[2-(1-hydroxy-ethyl)-oxazol-5-ylmethyl]-2H-[1,2,3]triazol-4-yl}-amide (54 mg, 0.13 mmol) in AcCN (1.5 mL) was treated at rt with MnO2 (91 mg, 0.94 mmol) and the reaction mixture was stirred at rt overnight before being filtered through Celite. The solvent was removed under reduced pressure and the residue was dissolved in... The reagents and catalysts are O=[Mn]=O (MnO2). RXN SMILES: N#N.[OH:3][CH:4]([C:6]1[O:7][C:8]([CH2:11][N:12]2[N:16]=[C:15]([NH:17][C:18]([C:20]3[N:21]=[C:22]([CH3:32])[O:23][C:24]=3[C:25]3[CH:30]=[CH:29][CH:28]=[C:27]([Cl:31])[CH:26]=3)=[O:19])[CH:14]=[N:13]2)=[CH:9][N:10]=1)[CH3:5]>C(C#N)(C)=O.O=[Mn]=O>[C:4]([C:6]1[O:7][C:8]([CH2:11][N:12]2[N:16]=[C:15]([NH:17][C:18]([C:20]3[N:21]=[C:22]([CH3:32])[O:23][C:24]=3[C:25]3[CH:30]=[CH:29][CH:28]=[C:27]([Cl:31])[CH:26]=3)=[O:19])[CH:14]=[N:13]2)=[CH:9][N:10]=1)(=[O:3])[CH3:5]. Product: C(C)(=O)C=1OC(=CN1)CN1N=CC(=N1)NC(=O)C=1N=C(OC1C1=CC(=CC=C1)Cl)C (5-(3-Chloro-phenyl)-2-methyl-oxazole-4-carboxylic acid [2-(2-acetyl-oxazol-5-ylmethyl)-2H-[1,2,3]triazol-4-yl]-amide). Conditions: time 8 hour. The reactants are OC(C)C=1OC(=CN1)CN1N=CC(=N1)NC(=O)C=1N=C(OC1C1=CC(=CC=C1)Cl)C (5-(3-chloro-phenyl)-2-methyl-oxazole-4-carboxylic acid {2-[2-(1-hydroxy-ethyl)-oxazol-5-ylmethyl]-2H-[1,2,3]triazol-4-yl}-amide), N#N (N2). The solvent is C(=O)(C)C#N (AcCN). Reactants: C(C)(C)N(C(OC(C)(C)C)=O)C=1SC(=CN1)B1OC(C(O1)(C)C)(C)C (tert-butyl isopropyl(5-(4,4,5,5-tetramethyl-1,3,2-dioxaborolan-2-yl)thiazol-2-yl)carbamate), BrC=1C=C(C=2N(C1)C=C(N2)CC(=O)OC)C2=CC=CC=C2 (Methyl 2-(6-bromo-8-phenylimidazo[1,2-a]pyridin-2-yl)acetate). The product is C(C)(C)NC1=CN=C(S1)C=1C=C(C=2N(C1)C=C(N2)CC(=O)OC)C2=CC=CC=C2 (Methyl 2-(6-(5-(isopropylamino)thiazol-2-yl)-8-phenylimidazo[1,2-a]pyridin-2-yl)acetate). RXN SMILES: C(N([C:12]1[S:13][C:14](B2OC(C)(C)C(C)(C)O2)=[CH:15][N:16]=1)C(=O)OC(C)(C)C)(C)C.Br[C:27]1[CH:28]=[C:29]([C:41]2[CH:46]=[CH:45][CH:44]=[CH:43][CH:42]=2)[C:30]2[N:31]([CH:33]=[C:34]([CH2:36][C:37]([O:39][CH3:40])=[O:38])[N:35]=2)[CH:32]=1>>[CH:34]([NH:35][C:14]1[S:13][C:12]([C:27]2[CH:28]=[C:29]([C:41]3[CH:46]=[CH:45][CH:44]=[CH:43][CH:42]=3)[C:30]3[N:31]([CH:33]=[C:34]([CH2:36][C:37]([O:39][CH3:40])=[O:38])[N:35]=3)[CH:32]=2)=[N:16][CH:15]=1)([CH3:36])[CH3:33]. Procedure details: Prepared in an similar fashion as Example 34, step #4 from tert-butyl isopropyl(5-(4,4,5,5-tetramethyl-1,3,2-dioxaborolan-2-yl)thiazol-2-yl)carbamate and Methyl 2-(6-bromo-8-phenylimidazo[1,2-a]pyridin-2-yl)acetate. LCMS 407.4, HPLC Tr 2.02 min (Conditions C). Conditions: time 3.5 hour. Product: ClC1=CC=C(C=C1)S(=O)(=O)C12CCCNC2COC2=C(C=CC(=C12)F)F (4a-(4-Chloro-benzenesulfonyl)-5,8-difluoro-2,3,4,4a,10,10a-hexahydro-1H-9-oxa-1-aza-phenanthrene). Starting materials: ClC1=CC=C(C=C1)S(=O)(=O)C1C(COC2=C(C=CC(=C12)F)F)NCCCOS(=O)(=O)C (Methanesulfonic acid 3-[4-(4-chloro-benzenesulfonyl)-5,8-difluoro-chroman-3-ylamino]-propyl ester), CC(C)([O-])C.[K+] (potassium tert-butoxide). RXN SMILES: [Cl:1][C:2]1[CH:7]=[CH:6][C:5]([S:8]([CH:11]2[C:20]3[C:15](=[C:16]([F:22])[CH:17]=[CH:18][C:19]=3[F:21])[O:14][CH2:13][CH:12]2[NH:23][CH2:24][CH2:25][CH2:26]OS(C)(=O)=O)(=[O:10])=[O:9])=[CH:4][CH:3]=1.CC(C)([O-])C.[K+]>O1CCCC1>[Cl:1][C:2]1[CH:3]=[CH:4][C:5]([S:8]([C:11]23[C:20]4[C:15](=[C:16]([F:22])[CH:17]=[CH:18][C:19]=4[F:21])[O:14][CH2:13][CH:12]2[NH:23][CH2:24][CH2:25][CH2:26]3)(=[O:9])=[O:10])=[CH:6][CH:7]=1 |f:1.2|. The solvent is O1CCCC1 (tetrahydrofuran). Procedure details: Methanesulfonic acid 3-[4-(4-chloro-benzenesulfonyl)-5,8-difluoro-chroman-3-ylamino]-propyl ester (0.28 g, 0.57 mmol) was dissolved in 25 ml of tetrahydrofuran then 1 M potassium tert-butoxide solution (2.40 ml, 2.40 mmol) was added. The reaction was stirred at room temperature for 3.5 h. The reaction was quenched with 50 ml of water and washed with 50 ml of ethyl acetate. The organic layer was dried over Na2SO4 and concentrated. The product was purified by prep TLC (EtOAc/Hex. 50/50). Yield: 14...